From a dataset of the Open Reaction Database (ORD), a public repository of structured organic reaction records. describe an organic reaction: reactants, conditions, products, and yield Reactants: C(C=C)(=O)Cl (Acryloyl chloride), CN1CCNCC1 (1-methylpiperazine), BrC1=C(SC=2N(C(N(C(C21)=O)C)=O)CC(C)C)CC2=C(C=CC=C2)C(F)(F)F (5-Bromo-3-methyl-1-(2-methylpropyl)-6-[[2-(trifluoromethyl)phenyl]methyl]-thieno[2,3-d]pyrimidine-2,4(1H,3H)-dione), C1(=C(C=CC=C1)P(C1=C(C=CC=C1)C)C1=C(C=CC=C1)C)C (tri-o-tolylphosphine). The reagents and catalysts are C(C)(=O)[O-].[Pd+2].C(C)(=O)[O-] (palladium acetate). Run in C(C)#N (acetonitrile), C(C)N(CC)CC (triethylamine). Reaction conditions: time 1 hour. Product: CN1C(N(C2=C(C1=O)C(=C(S2)CC2=C(C=CC=C2)C(F)(F)F)C=CC(=O)N2CCN(CC2)C)CC(C)C)=O (3-Methyl-5-[3-(4-methyl-1-piperazinyl)-3-oxo-1-propenyl]-1-(2-methylpropyl)-6-[[2-(trifluoromethyl)phenyl]methyl]-thieno[2,3-d]pyrimidine-2,4(1H,3H)-dione). As a reaction SMILES: [C:1](Cl)(=[O:4])[CH:2]=[CH2:3].[CH3:6][N:7]1[CH2:12][CH2:11][NH:10][CH2:9][CH2:8]1.Br[C:14]1[C:22]2[C:21](=[O:23])[N:20]([CH3:24])[C:19](=[O:25])[N:18]([CH2:26][CH:27]([CH3:29])[CH3:28])[C:17]=2[S:16][C:15]=1[CH2:30][C:31]1[CH:36]=[CH:35][CH:34]=[CH:33][C:32]=1[C:37]([F:40])([F:39])[F:38].C1(C)C=CC=CC=1P(C1C=CC=CC=1C)C1C=CC=CC=1C>C(#N)C.C([O-])(=O)C.[Pd+2].C([O-])(=O)C.C(N(CC)CC)C>[CH3:24][N:20]1[C:21](=[O:23])[C:22]2[C:14]([CH:3]=[CH:2][C:1]([N:10]3[CH2:11][CH2:12][N:7]([CH3:6])[CH2:8][CH2:9]3)=[O:4])=[C:15]([CH2:30][C:31]3[CH:36]=[CH:35][CH:34]=[CH:33][C:32]=3[C:37]([F:40])([F:39])[F:38])[S:16][C:17]=2[N:18]([CH2:26][CH:27]([CH3:29])[CH3:28])[C:19]1=[O:25] |f:5.6.7|. Procedure details: Acryloyl chloride (0.65 ml) was added dropwise to a solution of 1-methylpiperazine (0.94 ml) and triethylamine (2 ml) in acetonitrile (10 ml) in a pressure tube at 0° C. and stirred at room temperature for 1 hour. 5-Bromo-3-methyl-1-(2-methylpropyl)-6-[[2-(trifluoromethyl)phenyl]methyl]-thieno[2,3-d]pyrimidine-2,4(1H,3H)-dione (0.40 g, Example 1c)), palladium acetate (0.019 g) and tri-o-tolylphosphine (0.051 g) was added to the pressure tube and the reaction was heated at 70° C. for 21 hours. Af... Starting materials: Brc1ccc(CN(c2ccccc2)c2ccccc2)cc1, CC(=O)[O-], CN(C)C=O, [Na+], O=P(Cl)(Cl)Cl. Yields the product O=Cc1ccc(N(Cc2ccc(Br)cc2)c2ccccc2)cc1. RXN SMILES: [Br:1][c:2]1[cH:3][cH:4][c:5]([CH2:6][N:7]([c:8]2[cH:9][cH:10][cH:11][cH:12][cH:13]2)[c:14]2[cH:15][cH:16][cH:17][cH:18][cH:19]2)[cH:20][cH:21]1.[CH3:28][C:29]([O-:30])=[O:31].[CH3:32][N:33]([CH3:34])[CH:35]=[O:36].[Na+:27].[P:22]([Cl:23])([Cl:24])([Cl:25])=[O:26]>>[Br:1][c:2]1[cH:3][cH:4][c:5]([CH2:6][N:7]([c:8]2[cH:9][cH:10][cH:11][cH:12][cH:13]2)[c:14]2[cH:15][cH:16][c:17]([CH:29]=[O:30])[cH:18][cH:19]2)[cH:20][cH:21]1.